From a dataset of the Open Reaction Database (ORD), a public repository of structured organic reaction records. describe an organic reaction: reactants, conditions, products, and yield The product is C(CCCCCC)N1CCN(CC1)C(=O)C1CC=C(N1)C=1C=NC=CC1 (1-heptyl-4-[2-(3-pyridyl)-2-pyrrolin-5-ylcarbonyl]piperazine). The reactants are Br.N1=CC(=CC=C1)C1=NCC(C1)C(=O)O (2-(3-pyridyl)-1-pyrroline-4-carboxylic acid monohydrobromide), C(CCCCCC)N1CCNCC1 (1-heptylpiperazine), C1(CCCCC1)N=C=NC1CCCCC1 (dicyclohexylcarbodiimide), ON1N=NC2=C1C=CC=C2 (1-hydroxybenzotriazole). The solvent is CN(C=O)C (N,N-dimethylformamide). Reaction conditions: time 3 day. As a reaction SMILES: Br.N1C=CC=C(C2CC([C:13](O)=[O:14])CN=2)C=1.[CH2:16]([N:23]1[CH2:28][CH2:27][NH:26][CH2:25][CH2:24]1)[CH2:17][CH2:18][CH2:19][CH2:20][CH2:21][CH3:22].[CH:29]1(N=C=NC2CCCCC2)[CH2:34]CCC[CH2:30]1.O[N:45]1[C:49]2[CH:50]=[CH:51][CH:52]=[CH:53][C:48]=2[N:47]=N1>CN(C)C=O>[CH2:16]([N:23]1[CH2:24][CH2:25][N:26]([C:13]([CH:49]2[NH:45][C:52]([C:53]3[CH:48]=[N:47][CH:30]=[CH:29][CH:34]=3)=[CH:51][CH2:50]2)=[O:14])[CH2:27][CH2:28]1)[CH2:17][CH2:18][CH2:19][CH2:20][CH2:21][CH3:22] |f:0.1|. Reported procedure: A mixture of 1.15 g of 2-(3-pyridyl)-1-pyrroline-4-carboxylic acid monohydrobromide, 770 mg of 1-heptylpiperazine, 860 mg of dicyclohexylcarbodiimide and 560 mg of 1-hydroxybenzotriazole in 15 ml of N,N-dimethylformamide was stirred at room temperature for 3 days. After dilution of the reaction mixture with ethyl acetate, the insoluble matter was filtered off, the filtrate was concentrated under reduced pressure and, after addition of 0.5N aqueous sodium hydroxide, the residue was extracted with... Isolated yield 68.4%. Starting materials: ClC1=C(C(=CC(=C1)Cl)Cl)C#CCO (3-(2,4,6-trichloro-phenyl)-prop-2-yn-1-ol), [OH-].[Na+] (sodium hydroxide), c-hexane ethyl acetate, C(CCCCCCCCCCC)S (dodecanethiol). The solvent is C(C)(=O)OCC (ethyl acetate), CN1C(CCC1)=O (N-methyl-2-pyrrolidone), C(C)(=O)OCC (ethyl acetate), O (water). Conditions: temperature 22 celsius, time 30 minute. The product is C(CCCCCCCCCCC)SC(C=CC1=C(C=C(C=C1Cl)Cl)Cl)O (dodecylsulfanyl-3-(2,4,6-trichloro-phenyl)-prop-2-en-1-ol). Yield: 32.6%. Reaction SMILES: [Cl:1][C:2]1[CH:7]=[C:6]([Cl:8])[CH:5]=[C:4]([Cl:9])[C:3]=1[C:10]#[C:11][CH2:12][OH:13].[OH-].[Na+].[CH2:16]([SH:28])[CH2:17][CH2:18][CH2:19][CH2:20][CH2:21][CH2:22][CH2:23][CH2:24][CH2:25][CH2:26][CH3:27]>CN1CCCC1=O.C(OCC)(=O)C.O>[CH2:16]([S:28][CH:12]([OH:13])[CH:11]=[CH:10][C:3]1[C:2]([Cl:1])=[CH:7][C:6]([Cl:8])=[CH:5][C:4]=1[Cl:9])[CH2:17][CH2:18][CH2:19][CH2:20][CH2:21][CH2:22][CH2:23][CH2:24][CH2:25][CH2:26][CH3:27] |f:1.2|. Reported procedure: To a solution of 3-(2,4,6-trichloro-phenyl)-prop-2-yn-1-ol (1.0 g; 4.2 mmol) in N-methyl-2-pyrrolidone (10 ml) and ethyl acetate (2 ml) at 2° C. was added sodium hydroxide (grind to powder) (0.19 g; 4.7 mmol). At 5° C. was added dropwise dodecanethiol (1.4 ml; 6.0 mmol). The reaction mixture was allowed to warm at 22° C. and was stirred for 30 min. The mixture was poured in water and ethyl acetate was added. Organic layer was washed three times with brine, dried over sodium sulfate and evaporate... Yield: 71.0%. Product: CN1C(N(CC1C(=O)OC(C)(C)C)C1=NC=NC(=C1)C(F)(F)F)=O (1,1-dimethylethyl 3-methyl-2-oxo-1-[6-(trifluoromethyl)-4-pyrimidinyl]-4-imidazolidinecarboxylate). Solvent: O1CCOCC1 (1,4-dioxane), O (water). Reported procedure: A solution of 1,1-dimethylethyl 3-methyl-2-oxo-4-imidazolidinecarboxylate (800 mg, 4.00 mmol) (prepared as described in step (iii) of Example 13, starting from (4S)-2-oxo-3-{[(phenylmethyl)oxy]carbonyl}-4-imidazolidinecarboxylic acid) and 4-chloro-6-(trifluoromethyl)pyrimidine (729 mg, 4.00 mmol) in 1,4-dioxane (40 ml) was treated with cesium carbonate (1953 mg, 5.99 mmol), Xantphos™ (173 mg, 0.300 mmol) and tris(dibenzylideneacetone)dipalladium(0) (91 mg, 0.100 mmol) and the reaction mixture wa... The reactants are CN1C(NCC1C(=O)OC(C)(C)C)=O (1,1-dimethylethyl 3-methyl-2-oxo-4-imidazolidinecarboxylate), ClC1=NC=NC(=C1)C(F)(F)F (4-chloro-6-(trifluoromethyl)pyrimidine), C([O-])([O-])=O.[Cs+].[Cs+] (cesium carbonate), CC1(C2=C(C(=CC=C2)P(C3=CC=CC=C3)C4=CC=CC=C4)OC5=C(C=CC=C51)P(C6=CC=CC=C6)C7=CC=CC=C7)C (Xantphos). RXN SMILES: [CH3:1][N:2]1[CH:6]([C:7]([O:9][C:10]([CH3:13])([CH3:12])[CH3:11])=[O:8])[CH2:5][NH:4][C:3]1=[O:14].Cl[C:16]1[CH:21]=[C:20]([C:22]([F:25])([F:24])[F:23])[N:19]=[CH:18][N:17]=1.C(=O)([O-])[O-].[Cs+].[Cs+].CC1(C)C2C(=C(P(C3C=CC=CC=3)C3C=CC=CC=3)C=CC=2)OC2C(P(C3C=CC=CC=3)C3C=CC=CC=3)=CC=CC1=2>O1CCOCC1.O.C1C=CC(/C=C/C(/C=C/C2C=CC=CC=2)=O)=CC=1.C1C=CC(/C=C/C(/C=C/C2C=CC=CC=2)=O)=CC=1.C1C=CC(/C=C/C(/C=C/C2C=CC=CC=2)=O)=CC=1.[Pd].[Pd]>[CH3:1][N:2]1[CH:6]([C:7]([O:9][C:10]([CH3:11])([CH3:13])[CH3:12])=[O:8])[CH2:5][N:4]([C:16]2[CH:21]=[C:20]([C:22]([F:25])([F:24])[F:23])[N:19]=[CH:18][N:17]=2)[C:3]1=[O:14] |f:2.3.4,8.9.10.11.12|. Reagents/catalysts: C=1C=CC(=CC1)/C=C/C(=O)/C=C/C2=CC=CC=C2.C=1C=CC(=CC1)/C=C/C(=O)/C=C/C2=CC=CC=C2.C=1C=CC(=CC1)/C=C/C(=O)/C=C/C2=CC=CC=C2.[Pd].[Pd] (tris(dibenzylideneacetone)dipalladium(0)). Reactants: C(C)OC(CN(C1=C(C=CC(=C1)C(=O)NNC(=O)OC)C)CC(=O)OCC)=O (N-[5-{[2-(methoxycarbonyl)hydrazino]carbonyl}-2-methylphenyl]iminodiacetic acid diethyl ester), P(=O)(Cl)(Cl)Cl (phosphorus oxychloride), ice water. Conditions: temperature 110 celsius, time 2.5 hour. Yields the product C(C)OC(CN(C1=C(C=CC(=C1)C=1OC(NN1)=O)C)CC(=O)OCC)=O (N-[2-methyl-5-(5-oxo-4,5-dihydro-1,3,4-oxadiazol-2-yl)phenyl]iminodiacetic acid diethyl ester). Yield: 59.3%. Reaction SMILES: [CH2:1]([O:3][C:4](=[O:28])[CH2:5][N:6]([CH2:22][C:23]([O:25][CH2:26][CH3:27])=[O:24])[C:7]1[CH:12]=[C:11]([C:13]([NH:15][NH:16][C:17]([O:19]C)=[O:18])=O)[CH:10]=[CH:9][C:8]=1[CH3:21])[CH3:2].P(Cl)(Cl)(Cl)=O>>[CH2:1]([O:3][C:4](=[O:28])[CH2:5][N:6]([CH2:22][C:23]([O:25][CH2:26][CH3:27])=[O:24])[C:7]1[CH:12]=[C:11]([C:13]2[O:19][C:17](=[O:18])[NH:16][N:15]=2)[CH:10]=[CH:9][C:8]=1[CH3:21])[CH3:2]. Procedure: To the compound (3.67 g, 9.28 mmol) obtained in step A was added phosphorus oxychloride (30 g), and the mixture was stirred at 110° C. for 2.5 hr. After cooling to room temperature, the reaction mixture was poured into ice water, and the solution was extracted with ethyl acetate. The organic layer was washed with water, saturated aqueous sodium hydrogen carbonate and saturated brine, and dried over anhydrous magnesium sulfate. The insoluble material was filtered off, and the solution was concent...